This data is from the Open Reaction Database (ORD), a public repository of structured organic reaction records. The task is: describe an organic reaction: reactants, conditions, products, and yield The reactants are CC1=NC2=C(N1)C=C(C=C2)C=2C=CC1=C(CN(CCO1)C1=NC=NC3=CC=C(C=C13)OCC1=CC=CC=C1)C2 (7-(2-methyl-1H-benzimidazol-6-yl)-4-{6-[(phenylmethyl)oxy]quinazolin-4-yl}-2,3,4,5-tetrahydro-1,4-benzoxazepine). The solvent is FC(C(=O)O)(F)F (trifluoroacetic acid). The product is CC1=NC2=C(N1)C=C(C=C2)C=2C=CC1=C(CN(CCO1)C1=NC=NC3=CC=C(C=C13)O)C2 (4-[7-(2-methyl-1H-benzimidazol-6-yl)-2,3-dihydro-1,4-benzoxazepin-4(5H)-yl]quinazolin-6-ol). As a reaction SMILES: [CH3:1][C:2]1[NH:6][C:5]2[CH:7]=[C:8]([C:11]3[CH:12]=[CH:13][C:14]4[O:20][CH2:19][CH2:18][N:17]([C:21]5[C:30]6[C:25](=[CH:26][CH:27]=[C:28]([O:31]CC7C=CC=CC=7)[CH:29]=6)[N:24]=[CH:23][N:22]=5)[CH2:16][C:15]=4[CH:39]=3)[CH:9]=[CH:10][C:4]=2[N:3]=1>FC(F)(F)C(O)=O>[CH3:1][C:2]1[NH:6][C:5]2[CH:7]=[C:8]([C:11]3[CH:12]=[CH:13][C:14]4[O:20][CH2:19][CH2:18][N:17]([C:21]5[C:30]6[C:25](=[CH:26][CH:27]=[C:28]([OH:31])[CH:29]=6)[N:24]=[CH:23][N:22]=5)[CH2:16][C:15]=4[CH:39]=3)[CH:9]=[CH:10][C:4]=2[N:3]=1. Procedure details: A solution of 7-(2-methyl-1H-benzimidazol-6-yl)-4-{6-[(phenylmethyl)oxy]quinazolin-4-yl}-2,3,4,5-tetrahydro-1,4-benzoxazepine (example 1) (26 mg, 0.05 mmol) in trifluoroacetic acid (3.0 mL) was heated to 68° C. for 3.5 hours then concentrated and dried. This material was then carried forward into step 2 without further purification. A sample of material obtained in this manner was purified by preparative reverse phase HPLC to give 4-[7-(2-methyl-1H-benzimidazol-6-yl)-2,3-dihydro-1,4-benzoxazepin...